describe an organic reaction: reactants, conditions, products, and yield From a dataset of the Open Reaction Database (ORD), a public repository of structured organic reaction records. Starting materials: CC(CC1=CNC2=CC=C(C=C12)OC)(CC)[N+](=O)[O-] (3-(2'-methyl-2'-nitrobutyl)-5-methoxy-indole), [H-].[Na+] (sodium hydride), CI (methyl iodide). Run in CN(P(N(C)C)(N(C)C)=O)C (hexamethyl phosphoric acid triamide). Yields the product CN1C=C(C2=CC(=CC=C12)OC)CC(CC)([N+](=O)[O-])C (1-methyl-3-(2'-methyl-2'-nitrobutyl)-5-methoxy-indole). As a reaction SMILES: [CH3:1][C:2]([N+:17]([O-:19])=[O:18])([CH2:15][CH3:16])[CH2:3][C:4]1[C:12]2[C:7](=[CH:8][CH:9]=[C:10]([O:13][CH3:14])[CH:11]=2)[NH:6][CH:5]=1.[H-].[Na+].[CH3:22]I>CN(C)P(=O)(N(C)C)N(C)C>[CH3:22][N:6]1[C:7]2[C:12](=[CH:11][C:10]([O:13][CH3:14])=[CH:9][CH:8]=2)[C:4]([CH2:3][C:2]([CH3:1])([N+:17]([O-:19])=[O:18])[CH2:15][CH3:16])=[CH:5]1 |f:1.2|. Procedure: If the 3-(2'-methyl-2'-nitrobutyl)-5-methoxy-indole obtained as intermediate product in Example 2 is methylated by the procedure described in Example 4 (or by means of sodium hydride and methyl iodide in hexamethyl phosphoric acid triamide), 1-methyl-3-(2'-methyl-2'-nitrobutyl)-5-methoxy-indole is obtained and melts at 95°-96°C. after crystallisation from acetone/water and distillation. Catalytic reduction thereof yields 1-methyl-3-(2'-methyl-2'-aminobutyl)-5-methoxy-indole. Melting point of the... Starting materials: [O-][n+]1cccc(F)c1, O=[N+]([O-])O, O=S(=O)(O)O. Product: O=[N+]([O-])c1cc[n+]([O-])cc1F. RXN SMILES: [F:1][c:2]1[cH:3][n+:4]([O-:8])[cH:5][cH:6][cH:7]1.[OH:9][N+:10]([O-:11])=[O:12].[S:13](=[O:14])(=[O:15])([OH:16])[OH:17]>>[F:1][c:2]1[cH:3][n+:4]([O-:8])[cH:5][cH:6][c:7]1[N+:10](=[O:9])[O-:11]. Reactants: CCOC(=O)C (EtOAc), NN1C(=CC(=C1)C#N)C#N (1-Amino-1H-pyrrole-2,4-dicarbonitrile), C(C)(=O)O.C(=N)N (formamidine acetate), C(=O)([O-])[O-].[K+].[K+] (K2CO3). The solvent is CCO (EtOH). Reaction conditions: temperature 80 celsius. Product: NC1=NC=NN2C1=CC(=C2)C#N (4-aminopyrrolo[2,1-f][1,2,4]triazine-6-carbonitrile). The yield is 71.4%. As a reaction SMILES: [NH2:1][N:2]1[CH:6]=[C:5]([C:7]#[N:8])[CH:4]=[C:3]1[C:9]#[N:10].C(O)(=O)C.[CH:15](N)=[NH:16].C([O-])([O-])=O.[K+].[K+].CCOC(C)=O>CCO>[NH2:10][C:9]1[C:3]2=[CH:4][C:5]([C:7]#[N:8])=[CH:6][N:2]2[N:1]=[CH:15][N:16]=1 |f:1.2,3.4.5|. Reported procedure: 1-Amino-1H-pyrrole-2,4-dicarbonitrile (3.00 g, 22.71 mmol), formamidine acetate (22.71 g, 272.47 mmol) and K2CO3 (43.93 g, 317.88 mmol) were diluted in EtOH (105 mL). The mixture was heated at 80° C. for 2 h and then cooled to rt. EtOAc (200 mL) was added and the organic layer was washed with water (100 mL), dried over MgSO4 and then concentrated to dryness. The crude material was purified by ISCO® chromatography to afford the desired product (2.58 g, 71%). 1H NMR (400 MHz, DMF-d6) δ 7.91 (s, 1H... Starting materials: C1(CCCC1)[C@@H]1CC[C@H](CC1)OC=1C=C2C=CC(=CC2=CC1)[C@]1(NC(OC1)=O)C ((R)-4-[6-(trans-4-Cyclopentyl-cyclohexyloxy)-naphthalen-2-yl]-4-methyl-oxazolidin-2-one), IN1C(CCC1=O)=O (N-iodosuccinimide), C(Cl)Cl (methylene chloride). Reagents/catalysts: [Cl-].[Zr+4].[Cl-].[Cl-].[Cl-] (zirconium chloride). The product is C1(CCCC1)[C@@H]1CC[C@H](CC1)OC=1C(=C2C=CC(=CC2=CC1)[C@]1(NC(OC1)=O)C)I ((R)-4-(6-(trans-4-cyclopentylcyclohexyloxy)-5-iodonaphthalen-2-yl)-4-methyloxazolidin-2-one). As a reaction SMILES: [CH:1]1([C@H:6]2[CH2:11][CH2:10][C@H:9]([O:12][C:13]3[CH:14]=[C:15]4[C:20](=[CH:21][CH:22]=3)[CH:19]=[C:18]([C@:23]3([CH3:29])[CH2:27][O:26][C:25](=[O:28])[NH:24]3)[CH:17]=[CH:16]4)[CH2:8][CH2:7]2)[CH2:5][CH2:4][CH2:3][CH2:2]1.[I:30]N1C(=O)CCC1=O.C(Cl)Cl>[Cl-].[Zr+4].[Cl-].[Cl-].[Cl-]>[CH:1]1([C@H:6]2[CH2:11][CH2:10][C@H:9]([O:12][C:13]3[C:14]([I:30])=[C:15]4[C:20](=[CH:21][CH:22]=3)[CH:19]=[C:18]([C@:23]3([CH3:29])[CH2:27][O:26][C:25](=[O:28])[NH:24]3)[CH:17]=[CH:16]4)[CH2:8][CH2:7]2)[CH2:2][CH2:3][CH2:4][CH2:5]1 |f:3.4.5.6.7|. Procedure: The compound was prepared in a manner similar as to that described above using (R)-4-[6-(trans-4-Cyclopentyl-cyclohexyloxy)-naphthalen-2-yl]-4-methyl-oxazolidin-2-one (89 mg, 0.00023 mol), N-iodosuccinimide (110 mg, 0.00050 mol), zirconium chloride (0.007 g, 0.00004 mol), and methylene chloride (3 mL, 0.04 mol). ESI-MS: 519 (M+H). 1H NMR (400 MHz, CDCl3) δ=8.17 (d, J=9.0 Hz, 1H), 7.72-7.59 (m, 2H), 7.45 (dd, J=1.9, 8.9 Hz, 1H), 7.24 (d, J=9.0 Hz, 1H), 5.90 (s, 1H), 4.44-4.28 (m, 2H), 4.20 (t, J=... Procedure: In scheme II above, the following abbreviations are used: KF is potassium fluoride; DMF is N,N-dimethylformamide; Ar2OH is either 2,3,5,6-tetrafluorophenol, 2,4,6-trifluorophenol or 2,3,6-trifluorophenol; THF is tetahydrofuran; MeOH is methanol. Commercially available bromoketone D is reacted with the appropriately substituted fluorophenol and potassium fluoride to give phenoxy ketone E. The ketone is then reduced with sodium borohydride to give the alcohol F, which is hydrogenated using palladi... As a reaction SMILES: [F-].[K+].F[C:4]1[C:9](F)=[CH:8][C:7](F)=[C:6](F)[C:5]=1[OH:13].F[C:15]1[CH:20]=[C:19](F)[CH:18]=[C:17](F)[C:16]=1[OH:23].FC1C(F)=CC=C(F)[C:26]=1[OH:33].BrC(Br)=O>CO.C1COCC1.CN(C)C=O>[O:13]([C:26]([O:23][C:16]1[CH:17]=[CH:18][CH:19]=[CH:20][CH:15]=1)=[O:33])[C:5]1[CH:6]=[CH:7][CH:8]=[CH:9][CH:4]=1 |f:0.1|. Run in CO (methanol), C1CCOC1 (THF), CN(C=O)C (N,N-dimethylformamide), CN(C)C=O (DMF), CO (MeOH). The product is O(C1=CC=CC=C1)C(=O)OC1=CC=CC=C1 (phenoxy ketone). Starting materials: [F-].[K+] (KF), FC1=C(C(=C(C=C1F)F)F)O (2,3,5,6-tetrafluorophenol), FC1=C(C(=CC(=C1)F)F)O (2,4,6-trifluorophenol), BrC(=O)Br (bromoketone), substituted fluorophenol, [F-].[K+] (potassium fluoride), [F-].[K+] (potassium fluoride), Ar2OH, FC1=C(C(=CC=C1F)F)O (2,3,6-trifluorophenol). Starting materials: NC=1C=C(C2=C(CCO2)C1)C(C=CN(C)C)=O (1-(5-amino-2,3-dihydrobenzofuran-7-yl)-3-dimethylamino- propene-1-one), [H-].[Al+3].[Li+].[H-].[H-].[H-] (lithium aluminium hydride), O (water), [OH-].[Na+] (NaOH), O (water). Run in O1CCCC1 (tetrahydrofuran), O1CCCC1 (tetrahydrofuran). The product is NC=1C=C(C2=C(CCO2)C1)C(CCN(C)C)=O (1-(5-Amino-2,3-dihydrobenzofuran-7-yl)-3-dimethylaminopropan-1-one). Isolated yield 87.2%. Reaction SMILES: [NH2:1][C:2]1[CH:3]=[C:4]([C:11](=[O:17])[CH:12]=[CH:13][N:14]([CH3:16])[CH3:15])[C:5]2[O:9][CH2:8][CH2:7][C:6]=2[CH:10]=1.[H-].[Al+3].[Li+].[H-].[H-].[H-].O.[OH-].[Na+]>O1CCCC1>[NH2:1][C:2]1[CH:3]=[C:4]([C:11](=[O:17])[CH2:12][CH2:13][N:14]([CH3:16])[CH3:15])[C:5]2[O:9][CH2:8][CH2:7][C:6]=2[CH:10]=1 |f:1.2.3.4.5.6,8.9|. Procedure: A solution of 1-(5-amino-2,3-dihydrobenzofuran-7-yl)-3-dimethylamino- propene-1-one (D14) (400 mg) in dry tetrahydrofuran (9 ml) was added to a stirred suspension of lithium aluminium hydride (46 mg) in dry tetrahydrofuran (9 ml) at 0° C. under argon. The mixture was stirred at this temperature for 1/4 h then treated sequentially with water (0.046 ml), 10% NaOH (0.068 ml) and water (0.12 ml). After a further 1/4 h stirring at room temperature the mixture was filtered through kieselguhr, and wash... Yields the product CC(=O)N1CCc2cc(CC(C)N(CCOc3ccccc3O)C(=O)OC(C)(C)C)cc(C(N)=O)c21. Reactants: CC(=O)N1CCc2cc(CC(C)N(CCOc3ccccc3OCc3ccccc3)C(=O)OC(C)(C)C)cc(C(N)=O)c21, CO, [H][H]. Reaction SMILES: [C:1]([CH3:2])(=[O:3])[N:4]1[CH2:5][CH2:6][c:7]2[cH:8][c:9]([CH2:16][CH:17]([CH3:18])[N:19]([C:20](=[O:21])[O:22][C:23]([CH3:24])([CH3:25])[CH3:26])[CH2:27][CH2:28][O:29][c:30]3[c:31]([O:36][CH2:37][c:38]4[cH:39][cH:40][cH:41][cH:42][cH:43]4)[cH:32][cH:33][cH:34][cH:35]3)[cH:10][c:11]([C:13](=[O:14])[NH2:15])[c:12]21.[CH3:46][OH:47].[H:44][H:45]>>[C:1]([CH3:2])(=[O:3])[N:4]1[CH2:5][CH2:6][c:7]2[cH:8][c:9]([CH2:16][CH:17]([CH3:18])[N:19]([C:20](=[O:21])[O:22][C:23]([CH3:24])([CH3:25])[CH3:26])[CH2:27][CH2:28][O:29][c:30]3[c:31]([OH:36])[cH:32][cH:33][cH:34][cH:35]3)[cH:10][c:11]([C:13](=[O:14])[NH2:15])[c:12]21. The product is COc1ccc(C2(C)CSc3cc(OC)ccc3C2CCCCCCCCOC(C)=O)cc1. As a reaction SMILES: [C:25]([CH3:26])(=[O:27])[O:28][CH2:29][CH2:30][CH2:31][CH2:32][CH2:33][CH:34]=[CH2:35].[CH3:1][O:2][c:3]1[cH:4][cH:5][c:6]2[c:11]([cH:12]1)[S:10][CH2:9][C:8]([CH3:13])([c:14]1[cH:15][cH:16][c:17]([O:20][CH3:21])[cH:18][cH:19]1)[CH:7]2[CH2:22][CH:23]=[CH2:24].[CH3:39][CH2:40][O:41][C:42](=[O:43])[CH3:44].[CH:48]([PH:49]([CH:50]1[CH2:51][CH2:52][CH2:53][CH2:54][CH2:55]1)([CH:56]1[CH2:57][CH2:58][CH2:59][CH2:60][CH2:61]1)[CH:62]1[CH2:63][CH2:64][CH2:65][CH2:66][CH2:67]1)([PH:68]([CH:69]1[CH2:70][CH2:71][CH2:72][CH2:73][CH2:74]1)([CH:75]1[CH2:76][CH2:77][CH2:78][CH2:79][CH2:80]1)[CH:81]1[CH2:82][CH2:83][CH2:84][CH2:85][CH2:86]1)[c:87]1[cH:88][cH:89][cH:90][cH:91][cH:92]1.[Cl:36][CH2:37][Cl:38].[Cl:45][Ru:46][Cl:47]>>[CH3:1][O:2][c:3]1[cH:4][cH:5][c:6]2[c:11]([cH:12]1)[S:10][CH2:9][C:8]([CH3:13])([c:14]1[cH:15][cH:16][c:17]([O:20][CH3:21])[cH:18][cH:19]1)[CH:7]2[CH2:22][CH2:23][CH2:24][CH2:33][CH2:32][CH2:31][CH2:30][CH2:29][O:28][C:25]([CH3:26])=[O:27]. The reactants are C=CCCCCCOC(C)=O, C=CCC1c2ccc(OC)cc2SCC1(C)c1ccc(OC)cc1, CCOC(C)=O, c1ccc(C([PH](C2CCCCC2)(C2CCCCC2)C2CCCCC2)[PH](C2CCCCC2)(C2CCCCC2)C2CCCCC2)cc1, ClCCl, Cl[Ru]Cl.